This data is from the Open Reaction Database (ORD), a public repository of structured organic reaction records. The task is: describe an organic reaction: reactants, conditions, products, and yield Reactants: CCOC(=O)c1cnc2n(c1=O)C(C)CCC2Br, CS(C)=O, Nc1ccccc1, O, c1ccccc1. Yields the product CCOC(=O)c1cnc2n(c1=O)C(C)CC=C2Nc1ccccc1. RXN SMILES: [CH2:1]([CH3:2])[O:3][C:4](=[O:5])[c:6]1[cH:7][n:8][c:9]2[n:10]([c:11]1=[O:12])[CH:13]([CH3:18])[CH2:14][CH2:15][CH:16]2[Br:17].[CH3:19][S:20]([CH3:21])=[O:22].[NH2:23][c:24]1[cH:25][cH:26][cH:27][cH:28][cH:29]1.[OH2:30].[cH:31]1[cH:32][cH:33][cH:34][cH:35][cH:36]1>>[CH2:1]([CH3:2])[O:3][C:4](=[O:5])[c:6]1[cH:7][n:8][c:9]2[n:10]([c:11]1=[O:12])[CH:13]([CH3:18])[CH2:14][CH:15]=[C:16]2[NH:23][c:24]1[cH:25][cH:26][cH:27][cH:28][cH:29]1. The reactants are OCC1CCN(Cc2ccccc2)C1, ClCCl, CS(C)=O, C(=NC1CCCCC1)=NC1CCCCC1, ClP(Cl)(Cl)(Cl)Cl, O. Product: O=CC1CCN(Cc2ccccc2)C1. As a reaction SMILES: [CH2:16]([c:17]1[cH:18][cH:19][cH:20][cH:21][cH:22]1)[N:23]1[CH2:24][CH:25]([CH2:28][OH:29])[CH2:26][CH2:27]1.[CH2:41]([Cl:42])[Cl:43].[CH3:37][S:38]([CH3:39])=[O:40].[CH:1]1([N:2]=[C:3]=[N:4][CH:5]2[CH2:6][CH2:7][CH2:8][CH2:9][CH2:10]2)[CH2:11][CH2:12][CH2:13][CH2:14][CH2:15]1.[Cl:30][P:31]([Cl:32])([Cl:33])([Cl:34])[Cl:35].[OH2:36]>>[CH2:16]([c:17]1[cH:18][cH:19][cH:20][cH:21][cH:22]1)[N:23]1[CH2:24][CH:25]([CH:28]=[O:29])[CH2:26][CH2:27]1. Yields the product N#Cc1cc(-c2cccc(C3=Nc4cc(OCC(F)(F)F)c(Cl)cc4NC(=O)C3)c2)ccn1. Reaction SMILES: [C:1]([O:2][C:3](=[O:4])[NH:7][c:8]1[c:9]([NH:21][C:22]([CH2:23][C:24](=[O:5])[c:26]2[cH:27][c:28](-[c:32]3[cH:33][c:34]([C:38]#[N:39])[n:35][cH:36][cH:37]3)[cH:29][cH:30][cH:31]2)=[O:40])[cH:10][c:11]([Cl:20])[c:12]([O:14][CH2:15][C:16]([F:17])([F:18])[F:19])[cH:13]1)([CH3:6])([CH3:25])[CH3:41].[Cl:49][CH2:50][Cl:51].[F:42][C:43]([F:44])([F:45])[C:46]([OH:47])=[O:48]>>[N:7]1=[C:24]([c:26]2[cH:27][c:28](-[c:32]3[cH:33][c:34]([C:38]#[N:39])[n:35][cH:36][cH:37]3)[cH:29][cH:30][cH:31]2)[CH2:23][C:22](=[O:40])[NH:21][c:9]2[c:8]1[cH:13][c:12]([O:14][CH2:15][C:16]([F:17])([F:18])[F:19])[c:11]([Cl:20])[cH:10]2. Starting materials: CC(C)(C)OC(=O)Nc1cc(OCC(F)(F)F)c(Cl)cc1NC(=O)CC(=O)c1cccc(-c2ccnc(C#N)c2)c1, ClCCl, O=C(O)C(F)(F)F. Starting materials: C(C1=CC=CC=C1)C(N)C1OC2=C(C1)C=CC=C2C2=C(C=C(C=C2Cl)Cl)Cl ((±)-benzyl[7-(2,4,6-trichlorophenyl)-2,3-dihydro-1-benzofuran-2-yl]methanamine), Intermediate 12, C(C)(C)N(CC)C(C)C (diisopropylethylamine), ClC(=O)OCC1=CC=CC=C1 (benzyl chloroformate). Product: ClC1=C(C(=CC(=C1)Cl)Cl)C1=CC=CC=2CC(OC21)CNC(OCC2=CC=CC=C2)=O ((±)-benzyl {[7-(2,4,6-trichlorophenyl)-2,3-dihydro-1-benzofuran-2-yl]methyl}carbamate). Yield: 86.8%. Reaction SMILES: C([CH:8]([CH:10]1[CH2:14][C:13]2[CH:15]=[CH:16][CH:17]=[C:18]([C:19]3[C:24]([Cl:25])=[CH:23][C:22]([Cl:26])=[CH:21][C:20]=3[Cl:27])[C:12]=2[O:11]1)[NH2:9])C1C=CC=CC=1.C(N(C(C)C)CC)(C)C.Cl[C:38]([O:40][CH2:41][C:42]1[CH:47]=[CH:46][CH:45]=[CH:44][CH:43]=1)=[O:39]>>[Cl:27][C:20]1[CH:21]=[C:22]([Cl:26])[CH:23]=[C:24]([Cl:25])[C:19]=1[C:18]1[C:12]2[O:11][CH:10]([CH2:8][NH:9][C:38](=[O:39])[O:40][CH2:41][C:42]3[CH:47]=[CH:46][CH:45]=[CH:44][CH:43]=3)[CH2:14][C:13]=2[CH:15]=[CH:16][CH:17]=1. Reported procedure: Treatment of (±)-benzyl[7-(2,4,6-trichlorophenyl)-2,3-dihydro-1-benzofuran-2-yl]methanamine (2.83 g, 8.61 mmol) with diisopropylethylamine (1.67 g, 12.92 mmol) and benzyl chloroformate (1.76 g, 10.33 mmol) generally according to the procedure described for Intermediate 12 provided 3.46 g (87%) of (±)-benzyl {[7-(2,4,6-trichlorophenyl)-2,3-dihydro-1-benzofuran-2-yl]methyl}carbamate as a colorless oil. The yield is 89.0%. Reported procedure: Reaction of 4-bromo-2-thiophenecarboxaldehyde (3.40 g 2 mmole, prepared by the methods described by D. Chadwick et al, J.C.S. Per 1 1766, 1973), with 1-octyne (4.40 g, 4 mmole) as described in Example 20 gave the title compound as a yellow oil (89.0%); mp 2° C.; νmax 3100, 2260, 1685, 1160, 855, 655, 622; δH(CDCl3) 0.88(3H, t, J=6 Hz), 1.3(8H, m), 2.33(2H, t, J=6 Hz), 7.7(2H, s), 9.9 (1H, s). Starting materials: BrC=1C=C(SC1)C=O (4-bromo-2-thiophenecarboxaldehyde), C#CCCCCCC (1-octyne). As a reaction SMILES: Br[C:2]1[CH:3]=[C:4]([CH:7]=[O:8])[S:5][CH:6]=1.[CH:9]#[C:10][CH2:11][CH2:12][CH2:13][CH2:14][CH2:15][CH3:16]>>[C:9]([C:2]1[CH:3]=[C:4]([CH:7]=[O:8])[S:5][CH:6]=1)#[C:10][CH2:11][CH2:12][CH2:13][CH2:14][CH2:15][CH3:16]. The product is C(#CCCCCCC)C=1C=C(SC1)C=O (4-(1-Octynyl)thiophene-2-carboxaldehyde). Reactants: C1=CC(=C(C=C1C(=O)O)C2=C3C=CC(=O)C=C3OC4=C2C=CC(=C4)O)C(=O)O (6-carboxyfluorescein), ON1C(CCC1=O)=O (N-hydroxysuccinimide), C1(CCCCC1)N=C=NC1CCCCC1 (1,3-dicylcohexylcarbodiimide). Run in CN(C)C=O (DMF). Reaction conditions: time 10 minute. Product: C(=O)(NC1CCCCC1)NC1CCCCC1 (dicyclohexylurea). As a reaction SMILES: C1C(C(O)=[O:8])=CC(C2C3C=CC(O)=CC=3OC3C=2C=CC(C=3)=O)=C(C(O)=O)C=1.ON1C(=O)CCC1=O.[CH:37]1([N:43]=[C:44]=[N:45][CH:46]2[CH2:51][CH2:50][CH2:49][CH2:48][CH2:47]2)[CH2:42][CH2:41][CH2:40][CH2:39][CH2:38]1>CN(C=O)C>[C:44]([NH:43][CH:37]1[CH2:38][CH2:39][CH2:40][CH2:41][CH2:42]1)([NH:45][CH:46]1[CH2:51][CH2:50][CH2:49][CH2:48][CH2:47]1)=[O:8]. Reported procedure: To a stirred solution of 5- or 6-carboxyfluorescein (0.5 mmol) in dry DMF (5 mL) were added N-hydroxysuccinimide (1.1 equiv.) and 1,3-dicylcohexylcarbodiimide (1.1 equiv.). After about 10 minutes, a white solid (dicyclohexylurea) started forming. The reaction mixture was stirred under nitrogen at room temperature overnight. TLC (9:1 CH2Cl2-MeOH) indicated complete disappearance of the starting material. Procedure details: To a solution of 2 mmole of 4-amino-4-difluoromethylbutyric acid in 5 ml of 1 N sodium hydroxide at 0° C. are added simultaneously from two syringes 160 mg of acetyl chloride diluted in 1 ml of dioxane and 2 ml of 1 N sodium hydroxide. After 30 minutes at 0° C. the solution is acidified by the addition of 6 N hydrochloric acid, then extracted well with dichloromethane. The organic phase is dried and concentrated to afford 4-difluoromethyl-4-(1-oxoethylamino)butyric acid. Solvent: O1CCOCC1 (dioxane), [OH-].[Na+] (sodium hydroxide), [OH-].[Na+] (sodium hydroxide). Product: FC(C(CCC(=O)O)NC(C)=O)F (4-difluoromethyl-4-(1-oxoethylamino)butyric acid). As a reaction SMILES: [NH2:1][CH:2]([CH:8]([F:10])[F:9])[CH2:3][CH2:4][C:5]([OH:7])=[O:6].[C:11](Cl)(=[O:13])[CH3:12].Cl>[OH-].[Na+].O1CCOCC1>[F:9][CH:8]([F:10])[CH:2]([NH:1][C:11](=[O:13])[CH3:12])[CH2:3][CH2:4][C:5]([OH:7])=[O:6] |f:3.4|. Reactants: NC(CCC(=O)O)C(F)F (4-amino-4-difluoromethylbutyric acid), C(C)(=O)Cl (acetyl chloride), Cl (hydrochloric acid). The reactants are OC\C=C(/CCC=C(C)C)\C (nerol), CC(C)=CCC\C(\C)=C\CO (geraniol), CC(C)=CCC\C(\C)=C\CO (geraniol), C1=CC=C(C=C1)P(C2=CC=CC=C2)C3=C(C4=CC=CC=C4C=C3)C5=C(C=CC6=CC=CC=C65)P(C7=CC=CC=C7)C8=CC=CC=C8 ((S)-BINAP), OC\C=C(/CCC=C(C)C)\C (nerol), CC(=CCCC(=C)CCO)C (γ-geraniol), CC(=CCCC(=C)CCO)C (γ-geraniol). Yields the product CC(C)=CCCC(C)CCO (citronellol). RXN SMILES: [CH3:1][C:2](=[CH:4][CH2:5][CH2:6]/[C:7](=[CH:9]/[CH2:10][OH:11])/[CH3:8])[CH3:3].OC/C=C(/C)\CCC=C(C)C.CC(C)=CCCC(CCO)=C.C1C=CC(P(C2C=CC3C(=CC=CC=3)C=2C2C3C(=CC=CC=3)C=CC=2P(C2C=CC=CC=2)C2C=CC=CC=2)C2C=CC=CC=2)=CC=1>>[CH3:1][C:2](=[CH:4][CH2:5][CH2:6][CH:7]([CH2:9][CH2:10][OH:11])[CH3:8])[CH3:3]. Procedure: The asymmetric hydrogenation of geraniol, nerol and γ-geraniol using a ruthenium complex has already been reported (J. Am. Chem. Soc. 109, 1596, 4129 (1987); J. Organomet. Chem. 548, 65 (1997); Chem. Ind. (Dekker), 68, (1996)). When geraniol, nerol and γ-geraniol are subjected to asymmetric hydrogenation using the rhutenium complex of (S)-BINAP to produce citronellol, one of the enantiomers of citronellol is obtained when geraniol is hydrogenated and the other is obtained when nerol or γ-geranio... The product is CSc1ncc(C(C)OCc2ccccc2)cc1Cl. The reactants are BrCc1ccccc1, CSc1ncc(C(C)O)cc1Cl, [H-], [Na+], CN(C)C=O, O. As a reaction SMILES: [Br:15][CH2:16][c:17]1[cH:18][cH:19][cH:20][cH:21][cH:22]1.[Cl:1][c:2]1[c:3]([S:11][CH3:12])[n:4][cH:5][c:6]([CH:8]([CH3:9])[OH:10])[cH:7]1.[H-:13].[Na+:14].[O:23]=[CH:24][N:25]([CH3:26])[CH3:27].[OH2:28]>>[Cl:1][c:2]1[c:3]([S:11][CH3:12])[n:4][cH:5][c:6]([CH:8]([CH3:9])[O:10][CH2:16][c:17]2[cH:18][cH:19][cH:20][cH:21][cH:22]2)[cH:7]1.